Dataset: the Open Reaction Database (ORD), a public repository of structured organic reaction records. Task: describe an organic reaction: reactants, conditions, products, and yield Procedure: Tert-butyl 4-{3-[(3R)-3-{[(1S)-3-tert-butoxy-1-{5-[(3-hydroxyphenyl)ethyl]pyridin-3-yl}-3-oxopropyl]carbamoyl}piperidin-1-yl]-3-oxopropyl}piperidine-1-carboxylate (67 mg, 0.10 mmol) was dissolved in N,N-dimethylformamide (9.7 mL). Cesium carbonate (79 mg, 0.24 mmol) and ethane-1,2-diyl bis(4-methylbenzenesulfonate (54 mg, 0.15 mmol) were added. The mixture was stirred at room temperature for 4 hours, quenched by addition of saturated aqueous ammonium chloride solution and extracted with ethyl ac... Product: C(C)(C)(C)OC(C[C@@H](C=1C=NC=C(C1)CCC1=CC(=CC=C1)OCCOS(=O)(=O)C1=CC=C(C=C1)C)NC(=O)[C@H]1CN(CCC1)C(CCC1CCN(CC1)C(=O)OC(C)(C)C)=O)=O (tert-butyl 4-{3-[(3R)-3-{[(1S)-3-tert-butoxy-1-(5-{2-[3-(2-{[(4-methylphenyl)sulfonyl]oxy}ethoxy)phenyl]ethyl}pyridin-3-yl)-3-oxopropyl]carbamoyl}piperidin-1-yl]-3-oxopropyl}piperidine-1-carboxylate). Reaction conditions: time 4 hour. Reactants: C([O-])([O-])=O.[Cs+].[Cs+] (Cesium carbonate), CC1=CC=C(C=C1)S(=O)(=O)[O-] (4-methylbenzenesulfonate), C(C)(C)(C)OC(C[C@@H](C=1C=NC=C(C1)CCC1=CC(=CC=C1)O)NC(=O)[C@H]1CN(CCC1)C(CCC1CCN(CC1)C(=O)OC(C)(C)C)=O)=O (Tert-butyl 4-{3-[(3R)-3-{[(1S)-3-tert-butoxy-1-{5-[(3-hydroxyphenyl)ethyl]pyridin-3-yl}-3-oxopropyl]carbamoyl}piperidin-1-yl]-3-oxopropyl}piperidine-1-carboxylate), CN(C=O)C (N,N-dimethylformamide). RXN SMILES: [C:1]([O:5][C:6](=[O:50])[CH2:7][C@H:8]([NH:24][C:25]([C@@H:27]1[CH2:32][CH2:31][CH2:30][N:29]([C:33](=[O:49])[CH2:34][CH2:35][CH:36]2[CH2:41][CH2:40][N:39]([C:42]([O:44][C:45]([CH3:48])([CH3:47])[CH3:46])=[O:43])[CH2:38][CH2:37]2)[CH2:28]1)=[O:26])[C:9]1[CH:10]=[N:11][CH:12]=[C:13]([CH2:15][CH2:16][C:17]2[CH:22]=[CH:21][CH:20]=[C:19]([OH:23])[CH:18]=2)[CH:14]=1)([CH3:4])([CH3:3])[CH3:2].[C:51](=[O:54])([O-])[O-].[Cs+].[Cs+].[CH3:57][C:58]1[CH:63]=[CH:62][C:61]([S:64]([O-:67])(=O)=[O:65])=[CH:60][CH:59]=1.[CH3:68]N(C)C=O>>[C:1]([O:5][C:6](=[O:50])[CH2:7][C@H:8]([NH:24][C:25]([C@@H:27]1[CH2:32][CH2:31][CH2:30][N:29]([C:33](=[O:49])[CH2:34][CH2:35][CH:36]2[CH2:41][CH2:40][N:39]([C:42]([O:44][C:45]([CH3:48])([CH3:47])[CH3:46])=[O:43])[CH2:38][CH2:37]2)[CH2:28]1)=[O:26])[C:9]1[CH:10]=[N:11][CH:12]=[C:13]([CH2:15][CH2:16][C:17]2[CH:22]=[CH:21][CH:20]=[C:19]([O:23][CH2:68][CH2:51][O:54][S:64]([C:61]3[CH:62]=[CH:63][C:58]([CH3:57])=[CH:59][CH:60]=3)(=[O:67])=[O:65])[CH:18]=2)[CH:14]=1)([CH3:3])([CH3:2])[CH3:4] |f:1.2.3|. Reported procedure: To a solution of compound I2 (87.0 mg, 0.240 mmol) in anhydrous methylene chloride (3 mL) was added trifluoroacetic acid (3 mL) at 0° C. The reaction mixture was warmed to room temperature and stirred for 24 h. After this time, the reaction mixture was concentrated under reduced pressure. The resulting residue was dissolved in methylene chloride (50 mL), washed with saturated aqueous sodium bicarbonate (50 mL), dried over anhydrous sodium sulfate, filtered, and concentrated under reduced pressur... Product: C(C)N1CC2=C(CC1)C(=C(S2)N)C2=NC(=NO2)C (6-Ethyl-3-(3-methyl-1,2,4-oxadiazol-5-yl)-4,5,6,7-tetrahydrothieno[2,3-c]pyridin-2-amine). Isolated yield 59.9%. Conditions: time 24 hour. Reaction SMILES: [CH2:1]([N:3]1[CH2:8][CH2:7][C:6]2[C:9]([C:20]3[O:24][N:23]=[C:22]([CH3:25])[N:21]=3)=[C:10]([NH:12]C(=O)OC(C)(C)C)[S:11][C:5]=2[CH2:4]1)[CH3:2].FC(F)(F)C(O)=O>C(Cl)Cl>[CH2:1]([N:3]1[CH2:8][CH2:7][C:6]2[C:9]([C:20]3[O:24][N:23]=[C:22]([CH3:25])[N:21]=3)=[C:10]([NH2:12])[S:11][C:5]=2[CH2:4]1)[CH3:2]. Reactants: C(C)N1CC2=C(CC1)C(=C(S2)NC(OC(C)(C)C)=O)C2=NC(=NO2)C (tert-Butyl 6-ethyl-3-(3-methyl-1,2,4-oxadiazol-5-yl)-4,5,6,7-tetrahydrothieno[2,3-c]pyridin-2-ylcarbamate), FC(C(=O)O)(F)F (trifluoroacetic acid). Run in C(Cl)Cl (methylene chloride). Starting materials: FC(C)(F)C1=CC(=CC=C1)[N+](=O)[O-] (1-(1,1-difluoroethyl)-3-nitrobenzene), O.O.[Sn](Cl)(Cl)(Cl)Cl (tin chloride dihydrate), C(O)([O-])=O.[Na+] (sodium hydrogen carbonate), solution, [OH-].[Na+] (sodium hydroxide). Solvent: C(C)O (ethanol), O (water). Yields the product FC(C)(F)C=1C=C(N)C=CC1 (3-(1,1-difluoroethyl)aniline). Isolated yield 67.6%. As a reaction SMILES: [F:1][C:2]([C:5]1[CH:10]=[CH:9][CH:8]=[C:7]([N+:11]([O-])=O)[CH:6]=1)([F:4])[CH3:3].O.O.[Sn](Cl)(Cl)(Cl)Cl.[OH-].[Na+].C(=O)([O-])O.[Na+]>O.C(O)C>[F:1][C:2]([C:5]1[CH:6]=[C:7]([CH:8]=[CH:9][CH:10]=1)[NH2:11])([F:4])[CH3:3] |f:1.2.3,4.5,6.7|. Procedure details: A mixture of 3.0 g (16 mmol) of 1-(1,1-difluoroethyl)-3-nitrobenzene, 18.0 g (80 mmol) of tin chloride dihydrate and 50 mL of ethanol is refluxed for one hour. The mixture is slowly poured on cooled water. The pH is adjusted to 7 by addition of an aqueous 10N solution of sodium hydroxide, then adjusted to 9 by addition of an aqueous saturated solution of sodium hydrogen carbonate. The product is extracted 4 times with ethyl acetate. The organic phases are combined, dried over magnesium sulfate, ...